Dataset: the Open Reaction Database (ORD), a public repository of structured organic reaction records. Task: describe an organic reaction: reactants, conditions, products, and yield Product: CCCCCCCCCSc1ccc(O)cc1. Reaction SMILES: [C:38](=[O:39])([O-:40])[O-:41].[CH2:20]=[CH:21][CH2:22][CH2:23][CH2:24][CH2:25][CH2:26][CH2:27][CH3:28].[CH3:29][C:30]([CH2:31][CH:32]([CH3:33])[CH2:34][CH2:35][CH3:36])=[CH2:37].[Na+:42].[Na+:43].[SH:1][c:2]1[cH:3][cH:4][c:5]([OH:8])[cH:6][cH:7]1.[c:9]1([CH3:10])[c:11]([S:12]([OH:13])(=[O:14])=[O:15])[cH:16][cH:17][cH:18][cH:19]1>>[S:1]([c:2]1[cH:3][cH:4][c:5]([OH:8])[cH:6][cH:7]1)[CH2:20][CH2:21][CH2:22][CH2:23][CH2:24][CH2:25][CH2:26][CH2:27][CH3:28]. Starting materials: O=C([O-])[O-], C=CCCCCCCC, C=C(C)CC(C)CCC, [Na+], [Na+], Oc1ccc(S)cc1, Cc1ccccc1S(=O)(=O)O. The reactants are C(C1=CC=CC=C1)(=O)OOC(C1=CC=CC=C1)=O (benzoylperoxide), C(Cl)(Cl)(Cl)Cl (Carbon tetrachloride), ClC=1C=C(C2=CC=CC=C2C1)C (3-Chloro-1-methyl-naphthalene), C1CC(=O)N(C1=O)Br (NBS). Run in CCCCCC.C(C)OC(C)=O (hexane ethylacetate). Yields the product BrCC1=CC(=CC2=CC=CC=C12)Cl (1-(bromomethyl)-3-chloronaphthalene). The yield is 84.0%. Reaction SMILES: C(Cl)(Cl)(Cl)Cl.[Cl:6][C:7]1[CH:8]=[C:9]([CH3:17])[C:10]2[C:15]([CH:16]=1)=[CH:14][CH:13]=[CH:12][CH:11]=2.C1C(=O)N([Br:25])C(=O)C1.C(OOC(=O)C1C=CC=CC=1)(=O)C1C=CC=CC=1>CCCCCC.C(OC(=O)C)C>[Br:25][CH2:17][C:9]1[C:10]2[C:15](=[CH:14][CH:13]=[CH:12][CH:11]=2)[CH:16]=[C:7]([Cl:6])[CH:8]=1 |f:4.5|. Reported procedure: Carbon tetrachloride(30 ml) was added to 3-Chloro-1-methyl-naphthalene(2.55 g, 14.4 mmol) prepared in Preparation 36-1) and NBS (2.82 g, 15.8 mmol). A small quantity of benzoylperoxide was added as an initiator and the resulting mixture was heated under reflux for 3 hours. The reaction solution was cooled and filtered to remove the insoluble solid. The filtrate was concentrated and subjected to column chromatography(eluent: hexane/ethylacetate=95/5, v/v) to give 3.10 g(12.1 mmol, Yield 84%) of t... Reactants: CS(C)=O, COc1cccc2c([S+](C)C)c[nH]c12, [Cl-]. The product is COc1cccc2c(SC)c[nH]c12. Reaction SMILES: [CH3:16][S:17]([CH3:18])=[O:19].[CH3:2][O:3][c:4]1[cH:5][cH:6][cH:7][c:8]2[c:9]([S+:13]([CH3:14])[CH3:15])[cH:10][nH:11][c:12]12.[Cl-:1]>>[CH3:2][O:3][c:4]1[cH:5][cH:6][cH:7][c:8]2[c:9]([S:13][CH3:14])[cH:10][nH:11][c:12]12. Starting materials: COCCCBr, CC1Cc2ccsc2S(=O)(=O)N1, [H-], [Na+], CN(C)C=O. The product is COCCCN1C(C)Cc2ccsc2S1(=O)=O. Reaction SMILES: [CH3:15][O:16][CH2:17][CH2:18][CH2:19][Br:20].[CH3:1][CH:2]1[NH:3][S:4](=[O:11])(=[O:12])[c:5]2[c:6]([cH:8][cH:9][s:10]2)[CH2:7]1.[H-:13].[Na+:14].[O:21]=[CH:22][N:23]([CH3:24])[CH3:25]>>[CH3:1][CH:2]1[N:3]([CH2:19][CH2:18][CH2:17][O:16][CH3:15])[S:4](=[O:11])(=[O:12])[c:5]2[c:6]([cH:8][cH:9][s:10]2)[CH2:7]1.